From a dataset of the Open Reaction Database (ORD), a public repository of structured organic reaction records. describe an organic reaction: reactants, conditions, products, and yield Starting materials: BrCC1CC1, O=c1[nH]c2cc(F)c(F)cc2c(=O)n1OCc1ccccc1, [H-], [Na+], CN(C)C=O. The product is O=c1c2cc(F)c(F)cc2n(CC2CC2)c(=O)n1OCc1ccccc1. RXN SMILES: [Br:25][CH2:26][CH:27]1[CH2:28][CH2:29]1.[CH2:1]([c:2]1[cH:3][cH:4][cH:5][cH:6][cH:7]1)[O:8][n:9]1[c:10](=[O:22])[nH:11][c:12]2[cH:13][c:14]([F:21])[c:15]([F:20])[cH:16][c:17]2[c:18]1=[O:19].[H-:23].[Na+:24].[O:30]=[CH:31][N:32]([CH3:33])[CH3:34]>>[CH2:1]([c:2]1[cH:3][cH:4][cH:5][cH:6][cH:7]1)[O:8][n:9]1[c:10](=[O:22])[n:11]([CH2:26][CH:27]2[CH2:28][CH2:29]2)[c:12]2[cH:13][c:14]([F:21])[c:15]([F:20])[cH:16][c:17]2[c:18]1=[O:19]. The reactants are O=c1c2cc(Br)ccc2ccc2ncc(Cl)cc12, O=C([O-])[O-], CS(N)(=O)=O, CC1(C)c2cccc(P(c3ccccc3)c3ccccc3)c2Oc2c(P(c3ccccc3)c3ccccc3)cccc21, [Cs+], [Cs+], O=C(C=Cc1ccccc1)C=Cc1ccccc1, O=C(C=Cc1ccccc1)C=Cc1ccccc1, O=C(C=Cc1ccccc1)C=Cc1ccccc1, [Pd], [Pd]. Yields the product CS(=O)(=O)Nc1ccc2ccc3ncc(Cl)cc3c(=O)c2c1. RXN SMILES: [Br:1][c:2]1[cH:3][cH:4][c:5]2[c:6]([c:7](=[O:17])[c:8]3[c:9]([n:10][cH:11][c:12]([Cl:14])[cH:13]3)[cH:15][cH:16]2)[cH:18]1.[C:66](=[O:67])([O-:68])[O-:69].[CH3:19][S:20](=[O:21])(=[O:22])[NH2:23].[CH3:24][C:25]1([CH3:26])[c:27]2[cH:28][cH:29][cH:30][c:31]([P:32]([c:33]3[cH:34][cH:35][cH:36][cH:37][cH:38]3)[c:39]3[cH:40][cH:41][cH:42][cH:43][cH:44]3)[c:45]2[O:46][c:47]2[c:48]1[cH:49][cH:50][cH:51][c:52]2[P:53]([c:54]1[cH:55][cH:56][cH:57][cH:58][cH:59]1)[c:60]1[cH:61][cH:62][cH:63][cH:64][cH:65]1.[Cs+:70].[Cs+:71].[O:110]=[C:111]([CH:112]=[CH:113][c:114]1[cH:115][cH:116][cH:117][cH:118][cH:119]1)[CH:120]=[CH:121][c:122]1[cH:123][cH:124][cH:125][cH:126][cH:127]1.[O:74]=[C:75]([CH:76]=[CH:77][c:78]1[cH:79][cH:80][cH:81][cH:82][cH:83]1)[CH:84]=[CH:85][c:86]1[cH:87][cH:88][cH:89][cH:90][cH:91]1.[O:92]=[C:93]([CH:94]=[CH:95][c:96]1[cH:97][cH:98][cH:99][cH:100][cH:101]1)[CH:102]=[CH:103][c:104]1[cH:105][cH:106][cH:107][cH:108][cH:109]1.[Pd:72].[Pd:73]>>[c:2]1([NH:23][S:20]([CH3:19])(=[O:21])=[O:22])[cH:3][cH:4][c:5]2[c:6]([c:7](=[O:17])[c:8]3[c:9]([n:10][cH:11][c:12]([Cl:14])[cH:13]3)[cH:15][cH:16]2)[cH:18]1. The reactants are ClC(=O)SCl (Chlorocarbonylsulfenyl chloride), COCC(=O)N (methoxyacetamide). The solvent is C1(=CC=CC=C1)C (toluene). Conditions: temperature 95 celsius. The product is COCC1=NSC(O1)=O (5-methoxymethyl-1,3,4-oxathiazol-2-one). The yield is 79.9%. Reaction SMILES: Cl[C:2]([S:4]Cl)=[O:3].[CH3:6][O:7][CH2:8][C:9]([NH2:11])=[O:10]>C1(C)C=CC=CC=1>[CH3:6][O:7][CH2:8][C:9]1[O:10][C:2](=[O:3])[S:4][N:11]=1. Reported procedure: Chlorocarbonylsulfenyl chloride (7.35 g) was added to a suspension of methoxyacetamide (5 g) in toluene (30 cm3). The reaction mixture was stirred and heated at 90-100° C. for 5 hours, then cooled. The solvent was removed by evaporation under reduced pressure to give a brown gum (6.6 g). M+ =147; 1H NMR (DMSO-d6): δ3.30(3H,s); 4.30(2H,s) which was used in the next step without further purification. Starting materials: Cl (HCl), [OH-].[Na+] (Sodium hydroxide), COC(CC=1N=C(OC1C)C1=CC(=C(C(=C1)C(C)(C)C)O)C(C)(C)C)=O ([2-(3,5-di-tert-butyl-4-hydroxyphenyl)-5-methyloxazol-4-yl]-acetic acid methyl ester), CO (MeOH). The solvent is C1CCOC1 (THF), O (water). Conditions: time 1 hour. Product: C(C)(C)(C)C=1C=C(C=C(C1O)C(C)(C)C)C=1OC(=C(N1)CC(=O)O)C ([2-(3,5-di-tert-butyl-4-hydroxyphenyl)-5-methyloxazol-4-yl]-acetic acid). Yield: 86.6%. RXN SMILES: [OH-].[Na+].C[O:4][C:5](=[O:28])[CH2:6][C:7]1[N:8]=[C:9]([C:13]2[CH:18]=[C:17]([C:19]([CH3:22])([CH3:21])[CH3:20])[C:16]([OH:23])=[C:15]([C:24]([CH3:27])([CH3:26])[CH3:25])[CH:14]=2)[O:10][C:11]=1[CH3:12].CO.Cl>O.C1COCC1>[C:19]([C:17]1[CH:18]=[C:13]([C:9]2[O:10][C:11]([CH3:12])=[C:7]([CH2:6][C:5]([OH:28])=[O:4])[N:8]=2)[CH:14]=[C:15]([C:24]([CH3:27])([CH3:26])[CH3:25])[C:16]=1[OH:23])([CH3:20])([CH3:21])[CH3:22] |f:0.1|. Reported procedure: Sodium hydroxide (2N, 5.0 mL, 10.0 mmol) was added to a solution of [2-(3,5-di-tert-butyl-4-hydroxyphenyl)-5-methyloxazol-4-yl]-acetic acid methyl ester (1.5 g, 4.18 mmol), MeOH (15 mL), and THF (15 mL). After stirring for 1 hour, the mixture was poured into water, acidified with HCl(2N) and extracted with EtOAc. The organic extracts were dried over MgSO4. Evaporation and crystallization from acetone/ethyl ether/hexane gave a white solid (1.25 g, 87% yield), m.p. 205°-206° C.